This data is from the Open Reaction Database (ORD), a public repository of structured organic reaction records. The task is: describe an organic reaction: reactants, conditions, products, and yield Starting materials: C=Cc1ccc(Br)cc1F, ClC(Cl)Cl, [Cu+], O=S(=O)([O-])C(F)(F)F, CCOC(=O)C=[N+]=[N-], c1ccccc1. Product: CCOC(=O)C1CC1c1ccc(Br)cc1F. Reaction SMILES: [Br:1][c:2]1[cH:3][c:4]([F:10])[c:5]([CH:8]=[CH2:9])[cH:6][cH:7]1.[CH:19]([Cl:20])([Cl:21])[Cl:22].[Cu+:37].[F:29][C:30]([F:31])([F:32])[S:33]([O-:34])(=[O:35])=[O:36].[N+:11](=[N-:12])=[CH:13][C:14](=[O:15])[O:16][CH2:17][CH3:18].[cH:23]1[cH:24][cH:25][cH:26][cH:27][cH:28]1>>[Br:1][c:2]1[cH:3][c:4]([F:10])[c:5]([CH:8]2[CH2:9][CH:13]2[C:14](=[O:15])[O:16][CH2:17][CH3:18])[cH:6][cH:7]1. Starting materials: [Li]C(C)(C)C, CCc1ccc(C=O)cc1, CCCCC, C[Si](C)(C)CCOCOc1cccnc1, [Cl-], [NH4+], C1CCOC1. The product is CCc1ccc(C(O)c2ccncc2OCOCC[Si](C)(C)C)cc1. As a reaction SMILES: [C:21]([Li:22])([CH3:23])([CH3:24])[CH3:25].[CH2:26]([CH3:27])[c:28]1[cH:29][cH:30][c:31]([CH:32]=[O:33])[cH:34][cH:35]1.[CH3:16][CH2:17][CH2:18][CH2:19][CH3:20].[CH3:1][Si:2]([CH2:3][CH2:4][O:5][CH2:6][O:7][c:8]1[cH:9][n:10][cH:11][cH:12][cH:13]1)([CH3:14])[CH3:15].[Cl-:36].[NH4+:37].[O:38]1[CH2:39][CH2:40][CH2:41][CH2:42]1>>[CH3:1][Si:2]([CH2:3][CH2:4][O:5][CH2:6][O:7][c:8]1[cH:9][n:10][cH:11][cH:12][c:13]1[CH:32]([c:31]1[cH:30][cH:29][c:28]([CH2:26][CH3:27])[cH:35][cH:34]1)[OH:33])([CH3:14])[CH3:15].